Dataset: the Open Reaction Database (ORD), a public repository of structured organic reaction records. Task: describe an organic reaction: reactants, conditions, products, and yield Reactants: O=Cc1ccc(Br)nc1, CC(C)(C)[O-], COC[P+](c1ccccc1)(c1ccccc1)c1ccccc1, [Cl-], [Cl-], [K+], [NH4+], C1CCOC1. Product: O=CCc1ccc(Br)nc1. RXN SMILES: [Br:30][c:31]1[cH:32][cH:33][c:34]([CH:37]=[O:38])[cH:35][n:36]1.[CH3:24][C:25]([CH3:26])([O-:27])[CH3:28].[CH3:2][O:3][CH2:4][P+:5]([c:6]1[cH:7][cH:8][cH:9][cH:10][cH:11]1)([c:12]1[cH:13][cH:14][cH:15][cH:16][cH:17]1)[c:18]1[cH:19][cH:20][cH:21][cH:22][cH:23]1.[Cl-:1].[Cl-:39].[K+:29].[NH4+:40].[O:41]1[CH2:42][CH2:43][CH2:44][CH2:45]1>>[CH:2](=[O:3])[CH2:37][c:34]1[cH:33][cH:32][c:31]([Br:30])[n:36][cH:35]1. Reactants: C(CCC)C=1N(C(N(N1)C1=C(C=CC(=C1)[N+](=O)[O-])Cl)=O)CC1=CC=C(C=C1)C1=C(C=CC=C1)S(NC(C)(C)C)(=O)=O (5-n-butyl-4-[[2'-(N-t-butylsulfamoyl)biphenyl-4-yl]methyl]-2-(2-chloro-5-nitrophenyl)-2,4-dihydro-3H-1,2,4-triazol-3-one), C(Cl)Cl (CH2Cl2). The solvent is CO (MeOH). Product: C(CCC)C=1N(C(N(N1)C1=C(C=CC(=C1)[N+](=O)[O-])Cl)=O)CC1=CC=C(C=C1)C1=C(C=CC=C1)S(N)(=O)=O (5-n-Butyl-2-(2-chloro-5-nitrophenyl)-2,4-dihydro-4-[(2'-sulfamoylbiphenyl-4-yl)methyl]-3H-1,2,4-triazol-3-one). RXN SMILES: [CH2:1]([C:5]1[N:6]([CH2:21][C:22]2[CH:27]=[CH:26][C:25]([C:28]3[CH:33]=[CH:32][CH:31]=[CH:30][C:29]=3[S:34](=[O:41])(=[O:40])[NH:35]C(C)(C)C)=[CH:24][CH:23]=2)[C:7](=[O:20])[N:8]([C:10]2[CH:15]=[C:14]([N+:16]([O-:18])=[O:17])[CH:13]=[CH:12][C:11]=2[Cl:19])[N:9]=1)[CH2:2][CH2:3][CH3:4].C(Cl)Cl>CO>[CH2:1]([C:5]1[N:6]([CH2:21][C:22]2[CH:27]=[CH:26][C:25]([C:28]3[CH:33]=[CH:32][CH:31]=[CH:30][C:29]=3[S:34](=[O:41])(=[O:40])[NH2:35])=[CH:24][CH:23]=2)[C:7](=[O:20])[N:8]([C:10]2[CH:15]=[C:14]([N+:16]([O-:18])=[O:17])[CH:13]=[CH:12][C:11]=2[Cl:19])[N:9]=1)[CH2:2][CH2:3][CH3:4]. Procedure: The title compound was prepared from 5-n-butyl-4-[[2'-(N-t-butylsulfamoyl)biphenyl-4-yl]methyl]-2-(2-chloro-5-nitrophenyl)-2,4-dihydro-3H-1,2,4-triazol-3-one (from Step B) according to the procedure of Example 8, Step B, and was obtained as a pale yellow solid, mp >90° C. (gradual), homogeneous by TLC (19:1 CH2Cl2 --MeOH); mass spectrum (FAB) m/e 542 (M+1)+. Reactants: CC1(C2C(C3=C(O1)C=CC(=C3)S(=O)(=O)C3=CC=CC=C3)O2)C (3,4-dihydro-2,2-di-methyl-3,4-epoxy-6-phenylsulfonyl-2H-benzo[b]pyran), [H-].[Na+] (NaH), ice water, N1C(CCC1)=O (2-pyrrolidinone). The solvent is CS(=O)C (DMSO), CS(=O)C (DMSO). Conditions: time 1 hour. Yields the product CC1([C@H]([C@@H](C2=C(O1)C=CC(=C2)S(=O)(=O)C2=CC=CC=C2)N2C(CCC2)=O)O)C (3,4-Dihydro-2,2-dimethyl-6-phenylsulfonyl-trans-4-(2-oxo-1-pyrrolidinyl)-2H-benzo[b]pyran-3-ol). Reaction SMILES: [CH3:1][C:2]1([CH3:22])[O:7][C:6]2[CH:8]=[CH:9][C:10]([S:12]([C:15]3[CH:20]=[CH:19][CH:18]=[CH:17][CH:16]=3)(=[O:14])=[O:13])=[CH:11][C:5]=2[CH:4]2[O:21][CH:3]12.[H-].[Na+].[NH:25]1[CH2:29][CH2:28][CH2:27][C:26]1=[O:30]>CS(C)=O>[CH3:22][C:2]1([CH3:1])[O:7][C:6]2[CH:8]=[CH:9][C:10]([S:12]([C:15]3[CH:20]=[CH:19][CH:18]=[CH:17][CH:16]=3)(=[O:13])=[O:14])=[CH:11][C:5]=2[C@@H:4]([N:25]2[CH2:29][CH2:28][CH2:27][C:26]2=[O:30])[C@@H:3]1[OH:21] |f:1.2|. Procedure: A solution of 6.3 g (0.02 mole) of 3,4-dihydro-2,2-di-methyl-3,4-epoxy-6-phenylsulfonyl-2H-benzo[b]pyran in 20 ml of DMSO is added dropwise, at 20°, to a suspension of 0.6 g (0.02 mole) of 80% NaH in 10 ml of DMSO. Then 2.3 ml (0.03 mole) of 2-pyrrolidinone are added, and the mixture is stirred at 45° for one hour. After it has stood at 20° overnight it is introduced into ice-water. The precipitate is filtered off with suction, washed to neutrality, dried and chromatographed on silica gel with m... The reactants are O=C([O-])[O-], FC(F)(F)Cc1nc2cc(Cl)c(Cl)cc2[nH]1, FC(F)(F)c1ccccc1CBr, [K+], [K+], CN(C)C=O. Yields the product FC(F)(F)Cc1nc2cc(Cl)c(Cl)cc2n1Cc1ccccc1C(F)(F)F. RXN SMILES: [C:17](=[O:18])([O-:19])[O-:20].[Cl:1][c:2]1[cH:3][c:4]2[c:5]([nH:6][c:7]([CH2:9][C:10]([F:11])([F:12])[F:13])[n:8]2)[cH:14][c:15]1[Cl:16].[F:23][C:24]([c:25]1[c:26]([CH2:27][Br:28])[cH:29][cH:30][cH:31][cH:32]1)([F:33])[F:34].[K+:21].[K+:22].[O:35]=[CH:36][N:37]([CH3:38])[CH3:39]>>[Cl:1][c:2]1[cH:3][c:4]2[c:5]([n:6][c:7]([CH2:9][C:10]([F:11])([F:12])[F:13])[n:8]2[CH2:27][c:26]2[c:25]([C:24]([F:23])([F:33])[F:34])[cH:32][cH:31][cH:30][cH:29]2)[cH:14][c:15]1[Cl:16]. Reactants: CCCC[N+](CCCC)(CCCC)CCCC, COc1ccc2c(c1)CC(CCCCCCCCCC(CCC(F)(F)C(F)(F)C(F)(F)C(F)(F)F)C(=O)N1C(=O)N(C)C(C)C1c1ccccc1)C1C2CCC2(C)C(O)CCC12, COCCOC, [OH-], OO. The product is COc1ccc2c(c1)CC(CCCCCCCCCC(CCC(F)(F)C(F)(F)C(F)(F)C(F)(F)F)C(=O)O)C1C2CCC2(C)C(O)CCC12, CC1C(c2ccccc2)NC(=O)N1C. Reaction SMILES: [CH2:64]([N+:65]([CH2:66][CH2:67][CH2:68][CH3:69])([CH2:70][CH2:71][CH2:72][CH3:73])[CH2:74][CH2:75][CH2:76][CH3:77])[CH2:78][CH2:79][CH3:80].[CH3:1][N:2]1[C:3](=[O:62])[N:4]([C:14]([CH:15]([CH2:16][CH2:17][CH2:18][CH2:19][CH2:20][CH2:21][CH2:22][CH2:23][CH2:24][CH:25]2[CH:26]3[CH:27]4[CH2:28][CH2:29][CH:30]([OH:45])[C:31]4([CH3:32])[CH2:33][CH2:34][CH:35]3[c:36]3[cH:37][cH:38][c:39]([O:43][CH3:44])[cH:40][c:41]3[CH2:42]2)[CH2:46][CH2:47][C:48]([C:49]([C:50]([C:51]([F:52])([F:53])[F:54])([F:55])[F:56])([F:57])[F:58])([F:59])[F:60])=[O:61])[CH:5]([c:8]2[cH:9][cH:10][cH:11][cH:12][cH:13]2)[CH:6]1[CH3:7].[CH3:83][O:84][CH2:85][CH2:86][O:87][CH3:88].[OH-:63].[OH:81][OH:82]>>[C:14]([CH:15]([CH2:16][CH2:17][CH2:18][CH2:19][CH2:20][CH2:21][CH2:22][CH2:23][CH2:24][CH:25]1[CH:26]2[CH:27]3[CH2:28][CH2:29][CH:30]([OH:45])[C:31]3([CH3:32])[CH2:33][CH2:34][CH:35]2[c:36]2[cH:37][cH:38][c:39]([O:43][CH3:44])[cH:40][c:41]2[CH2:42]1)[CH2:46][CH2:47][C:48]([C:49]([C:50]([C:51]([F:52])([F:53])[F:54])([F:55])[F:56])([F:57])[F:58])([F:59])[F:60])([OH:61])=[O:63].[CH3:1][N:2]1[C:3](=[O:62])[NH:4][CH:5]([c:8]2[cH:9][cH:10][cH:11][cH:12][cH:13]2)[CH:6]1[CH3:7]. Procedure details: To an ice-water bath cooled suspension of 5-(1H-indol-5-yl)-1,2,4,5-tetrahydro-benzo[c]azepin-3-one (0.50 g, 1.8 mmol) in tetrahydrofuran (75 mL) was added lithium aluminum hydride (0.27 g, 7.2 mmol) as a slurry in tetrahydrofuran (5 mL). The mixture was heated to reflux for 100 minutes, then cooled in an ice-water bath and quenched with water (0.6 mL), 15% aqueous KOH (0.6 mL), and also crushed sodium sulfate decahydrate (14 g). The mixture was stirred mixture at room temperature for 30 minutes... Run at time 30 minute. The product is N1C=CC2=CC(=CC=C12)C1C2=C(CNCC1)C=CC=C2 (5-(1H-indol-5-yl)-2,3,4,5-tetrahydro-1H-benzo[c]azepine). Reaction SMILES: [NH:1]1[C:9]2[C:4](=[CH:5][C:6]([CH:10]3[CH2:16][C:15](=O)[NH:14][CH2:13][C:12]4[CH:18]=[CH:19][CH:20]=[CH:21][C:11]3=4)=[CH:7][CH:8]=2)[CH:3]=[CH:2]1.[H-].[Al+3].[Li+].[H-].[H-].[H-]>O1CCCC1>[NH:1]1[C:9]2[C:4](=[CH:5][C:6]([CH:10]3[CH2:16][CH2:15][NH:14][CH2:13][C:12]4[CH:18]=[CH:19][CH:20]=[CH:21][C:11]3=4)=[CH:7][CH:8]=2)[CH:3]=[CH:2]1 |f:1.2.3.4.5.6|. Solvent: O1CCCC1 (tetrahydrofuran), O1CCCC1 (tetrahydrofuran). The reactants are N1C=CC2=CC(=CC=C12)C1C2=C(CNC(C1)=O)C=CC=C2 (5-(1H-indol-5-yl)-1,2,4,5-tetrahydro-benzo[c]azepin-3-one), [H-].[Al+3].[Li+].[H-].[H-].[H-] (lithium aluminum hydride). Starting materials: C(CCCCC)SC=CCO (3-hexylthio-2-propenol), C(C)(=O)OC(C)=O (acetic anhydride). Run in N1=CC=CC=C1 (pyridine). Product: C(C)(=O)OCC=CSCCCCCC (3-hexylthio-2-propenyl acetate). RXN SMILES: [CH2:1]([S:7][CH:8]=[CH:9][CH2:10][OH:11])[CH2:2][CH2:3][CH2:4][CH2:5][CH3:6].[C:12](OC(=O)C)(=[O:14])[CH3:13]>N1C=CC=CC=1>[C:12]([O:11][CH2:10][CH:9]=[CH:8][S:7][CH2:1][CH2:2][CH2:3][CH2:4][CH2:5][CH3:6])(=[O:14])[CH3:13]. Reported procedure: To the above alcohol (0.64 g) is added 2 ml of pyridine, followed by 1 ml of acetic anhydride and the mixture is stirred at RT to give 3-hexylthio-2-propenyl acetate. Starting materials: Example 1 ( g ), ClCC1=C(C2=CC=CC=C2C(=C1)OC)OC (2-chloromethyl-1,4-dimethoxy-naphthalene), OC1CN(CCC1C1=CC=C(C=C1)OCCCOC1=CC=CC=C1)C(=O)OC(C)(C)C (tert-butyl (3RS,4RS)-3-hydroxy-4-[4-(3-phenoxy-propoxy)-phenyl]-piperidine-1-carboxylate), Example 123 ( j ). The product is COC1=C(C=C(C2=CC=CC=C12)OC)COC1CN(CCC1C1=CC=C(C=C1)OCCCOC1=CC=CC=C1)C(=O)OC(C)(C)C (tert-butyl (3RS,4RS)-3-(1,4-dimethoxy-naphthalen-2-ylmethoxy)-4-[4-(3-phenoxy-propoxy)-phenyl]-piperidine-1-carboxylate). RXN SMILES: [OH:1][CH:2]1[CH:7]([C:8]2[CH:13]=[CH:12][C:11]([O:14][CH2:15][CH2:16][CH2:17][O:18][C:19]3[CH:24]=[CH:23][CH:22]=[CH:21][CH:20]=3)=[CH:10][CH:9]=2)[CH2:6][CH2:5][N:4]([C:25]([O:27][C:28]([CH3:31])([CH3:30])[CH3:29])=[O:26])[CH2:3]1.Cl[CH2:33][C:34]1[CH:43]=[C:42]([O:44][CH3:45])[C:41]2[C:36](=[CH:37][CH:38]=[CH:39][CH:40]=2)[C:35]=1[O:46][CH3:47]>>[CH3:47][O:46][C:35]1[C:36]2[C:41](=[CH:40][CH:39]=[CH:38][CH:37]=2)[C:42]([O:44][CH3:45])=[CH:43][C:34]=1[CH2:33][O:1][CH:2]1[CH:7]([C:8]2[CH:9]=[CH:10][C:11]([O:14][CH2:15][CH2:16][CH2:17][O:18][C:19]3[CH:20]=[CH:21][CH:22]=[CH:23][CH:24]=3)=[CH:12][CH:13]=2)[CH2:6][CH2:5][N:4]([C:25]([O:27][C:28]([CH3:31])([CH3:30])[CH3:29])=[O:26])[CH2:3]1. Reported procedure: In an analogous manner to that described in Example 1 (g), by alkylating tert-butyl (3RS,4RS)-3-hydroxy-4-[4-(3-phenoxy-propoxy)-phenyl]-piperidine-1-carboxylate [Example 123 (j)] with 2-chloromethyl-1,4-dimethoxy-naphthalene there was obtained tert-butyl (3RS,4RS)-3-(1,4-dimethoxy-naphthalen-2-ylmethoxy)-4-[4-(3-phenoxy-propoxy)-phenyl]-piperidine-1-carboxylate as a viscous, yellow oil; MS: 628 (M+H)+. Starting materials: [BH4-], CO, Cl, [Na+], O=Cc1cnc2ccccn12. Product: OCc1cnc2ccccn12. Reaction SMILES: [BH4-:12].[CH3:15][OH:16].[ClH:14].[Na+:13].[n:1]1[cH:2][c:3]([CH:10]=[O:11])[n:4]2[c:5]1[cH:6][cH:7][cH:8][cH:9]2>>[n:1]1[cH:2][c:3]([CH2:10][OH:11])[n:4]2[c:5]1[cH:6][cH:7][cH:8][cH:9]2. Starting materials: C(C)OC(C(C=C(CCO)CP(=O)(O)O)N)=O (2-amino-6-hydroxy-4-phosphonomethyl-hex-3-enoic acid ethyl ester). Solvent: O (water). Product: NC(C(=O)O)C=C(CCO)CP(=O)(O)O (2-amino-6-hydroxy-4-phosphonomethyl-hex-3-enoic acid). RXN SMILES: C([O:3][C:4](=[O:17])[CH:5]([NH2:16])[CH:6]=[C:7]([CH2:11][P:12]([OH:15])([OH:14])=[O:13])[CH2:8][CH2:9][OH:10])C>O>[NH2:16][CH:5]([CH:6]=[C:7]([CH2:11][P:12]([OH:15])([OH:14])=[O:13])[CH2:8][CH2:9][OH:10])[C:4]([OH:17])=[O:3]. Procedure details: 0.415 g (1.55 mmol) of 2-amino-6-hydroxy-4-phosphonomethyl-hex-3-enoic acid ethyl ester is heated under reflux in 3 ml of water for 24 hours. The reaction mixture is concentrated by evaporation, purified by chromatography on 10 g of silica gel with ethanol/water (1:1) as eluant, and crystallised from ethanol. 2-amino-6-hydroxy-4-phosphonomethyl-hex-3-enoic acid having a melting point >300° is obtained.